From a dataset of the Open Reaction Database (ORD), a public repository of structured organic reaction records. describe an organic reaction: reactants, conditions, products, and yield The reactants are C12CC(CC1)C(=O)OC2=O (1,3-Cyclopentane dicarboxylic anhydride), C=1(C(=CC=CC1)C)C (xylene), NCCCCN1CCN(CC1)C1=CC(=CC=C1)Cl (1-(4-aminobutyl)-4-(3-chlorophenyl)piperazine), C(Cl)Cl (methylene chloride). Run in O (water). Yields the product ClC=1C=C(C=CC1)N1CCN(CC1)CCCCN1C(C2CCC(C1=O)C2)=O (3-[4-[4-(3-Chlorophenyl)-1-piperazinyl]butyl]-3-azabicyclo[3.2.1]octane-2,4-dione). As a reaction SMILES: [CH:1]12[C:9](=[O:10])[O:8][C:6](=O)[CH:3]([CH2:4][CH2:5]1)[CH2:2]2.[NH2:11][CH2:12][CH2:13][CH2:14][CH2:15][N:16]1[CH2:21][CH2:20][N:19]([C:22]2[CH:27]=[CH:26][CH:25]=[C:24]([Cl:28])[CH:23]=2)[CH2:18][CH2:17]1.C(Cl)Cl.C1(C)C(C)=CC=CC=1>O>[Cl:28][C:24]1[CH:23]=[C:22]([N:19]2[CH2:18][CH2:17][N:16]([CH2:15][CH2:14][CH2:13][CH2:12][N:11]3[C:6](=[O:8])[CH:3]4[CH2:2][CH:1]([CH2:5][CH2:4]4)[C:9]3=[O:10])[CH2:21][CH2:20]2)[CH:27]=[CH:26][CH:25]=1. Procedure details: 1,3-Cyclopentane dicarboxylic anhydride (2.2 g., 15 mmole) and 4.0 g. (15 mmole) of 1-(4-aminobutyl)-4-(3-chlorophenyl)piperazine were combined in 300 ml. of methylene chloride and stirred for 30 minutes at room temperature. The solvent was replaced with xylene and the mixture was refluxed for 48 hours with water removal via a Dean-Stark trap. The solvent was removed in vacuum and the residue filtered through 75 g. of silica gel with 2% ethanol/chloroform as eluent. The product was concentrated ... The reactants are O=C1CCC(=O)N1Br, COc1cccc2c1OC(C)(C)C2, CCOCC, CC1CCCO1, O. Yields the product COc1cc(Br)cc2c1OC(C)(C)C2. Reaction SMILES: [Br:14][N:15]1[C:16](=[O:17])[CH2:18][CH2:19][C:20]1=[O:21].[CH3:1][O:2][c:3]1[cH:4][cH:5][cH:6][c:7]2[c:11]1[O:10][C:9]([CH3:12])([CH3:13])[CH2:8]2.[CH3:23][CH2:24][O:25][CH2:26][CH3:27].[CH3:28][CH:29]1[CH2:30][CH2:31][CH2:32][O:33]1.[OH2:22]>>[CH3:1][O:2][c:3]1[cH:4][c:5]([Br:14])[cH:6][c:7]2[c:11]1[O:10][C:9]([CH3:12])([CH3:13])[CH2:8]2.